This data is from the Open Reaction Database (ORD), a public repository of structured organic reaction records. The task is: describe an organic reaction: reactants, conditions, products, and yield The reactants are C(CCCCCCC)C1C(=O)OC(C1)=O (n-octylsuccinic anhydride), C(C(CO)(CO)N)O (tris(hydroxymethyl)aminomethane), N#N (N2). The product is OCC1(N=C(OC1)CC(CCCCCCCC)C=1OCC(N1)(CO)CO)CO (1,2-bis[4,4-bis(hydroxymethyl)oxazolinyl]decane). Isolated yield 100.0%. As a reaction SMILES: [CH2:1]([CH:9]1[CH2:14][C:13](=[O:15])[O:12][C:10]1=O)[CH2:2][CH2:3][CH2:4][CH2:5][CH2:6][CH2:7][CH3:8].[CH2:16]([OH:23])[C:17]([NH2:22])([CH2:20][OH:21])[CH2:18]O.N#N>>[OH:21][CH2:20][C:17]1([CH2:16][OH:23])[CH2:18][O:15][C:13]([CH2:14][CH:9]([C:10]2[O:12][CH2:18][C:17]([CH2:20][OH:21])([CH2:16][OH:23])[N:22]=2)[CH2:1][CH2:2][CH2:3][CH2:4][CH2:5][CH2:6][CH2:7][CH3:8])=[N:22]1. Procedure: 10 parts n-octylsuccinic anhydride and 12 parts tris(hydroxymethyl)aminomethane were heated neat 3 hrs. at 180° C. under a rapid flow of N2. The product was obtained as a colorless glass in 100% yield. The following spectral properties confirm the structure shown below: ir (neat) 3300 (OH), 1600 (C=N); nmr (CDCl3) δ 4.40 (broad s, 4.0 H, 2 CH2 's in rings), δ 4.25 (broad s, 3.7 H, 4 OH, addition of D2O eliminates peak), δ 3.55 (broadened 10 Hz AB, 7.2 H, 4 CH2O), δ 2.5 (broad s, 3.0 H, CH--CH), ... Starting materials: C(C)(C)(C)OC(N(C)CCOC1=C2C(=CN(C2=CC=C1)CC1=CC=CC=C1)Br)=O ([2-(1-Benzyl-3-bromo-1H-indol-4-yloxy)-ethyl]-methyl-carbamic acid tert-butyl ester), P(O)(O)(O)=O (phosphoric acid). Yields the product C(C)(C)(C)OC(N(C)CCOC1=C2CC(N(C2=CC=C1)CC1=CC=CC=C1)=O)=O ([2-(1-benzyl-2-oxo-2,3-dihydro-1H-indol-4-yloxy)-ethyl]-methyl-carbamic acid tert-butyl ester). RXN SMILES: [C:1]([O:5][C:6](=[O:29])[N:7]([CH2:9][CH2:10][O:11][C:12]1[CH:20]=[CH:19][CH:18]=[C:17]2[C:13]=1[C:14](Br)=[CH:15][N:16]2[CH2:21][C:22]1[CH:27]=[CH:26][CH:25]=[CH:24][CH:23]=1)[CH3:8])([CH3:4])([CH3:3])[CH3:2].P(=O)(O)(O)[OH:31]>>[C:1]([O:5][C:6](=[O:29])[N:7]([CH2:9][CH2:10][O:11][C:12]1[CH:20]=[CH:19][CH:18]=[C:17]2[C:13]=1[CH2:14][C:15](=[O:31])[N:16]2[CH2:21][C:22]1[CH:27]=[CH:26][CH:25]=[CH:24][CH:23]=1)[CH3:8])([CH3:4])([CH3:3])[CH3:2]. Procedure: [2-(1-Benzyl-3-bromo-1H-indol-4-yloxy)-ethyl]-methyl-carbamic acid tert-butyl ester was treated with phosphoric acid using the procedure of step 4 of Example 6 to provide [2-(1-benzyl-2-oxo-2,3-dihydro-1H-indol-4-yloxy)-ethyl]-methyl-carbamic acid tert-butyl ester. Reactants: ClC=1C=C(C=CC1Cl)C(C(=O)N)(C(=O)N)O (3,4-dichlorophenylhydroxymalonic acid diamide). The solvent is C(C1=CC=CC=C1)(=O)Cl (benzoyl chloride). Reaction conditions: temperature 5 celsius. Yields the product ClC=1C=C(C=CC1Cl)C(C(=O)N)(C(=O)N)OC(C1=CC=CC=C1)=O (3,4-dichlorophenylbenzoyloxymalonic acid diamide). Yield: 109.4%. As a reaction SMILES: [Cl:1][C:2]1[CH:3]=[C:4]([C:9]([OH:16])([C:13]([NH2:15])=[O:14])[C:10]([NH2:12])=[O:11])[CH:5]=[CH:6][C:7]=1[Cl:8]>C(Cl)(=O)C1C=CC=CC=1>[Cl:1][C:2]1[CH:3]=[C:4]([C:9]([O:16][C:9](=[O:16])[C:4]2[CH:5]=[CH:6][CH:7]=[CH:2][CH:3]=2)([C:10]([NH2:12])=[O:11])[C:13]([NH2:15])=[O:14])[CH:5]=[CH:6][C:7]=1[Cl:8]. Procedure: 13.1 g of 3,4-dichlorophenylhydroxymalonic acid diamide in 200 ml of benzoyl chloride were heated to 110° C. for 9 hours. The mixture was then cooled to 5° C. and the precipitate was filtered off with suction, washed with toluene and then recrystallised from 550 ml of i-propanol. 10 g of 3,4-dichlorophenylbenzoyloxymalonic acid diamide were isolated: melting point 225° C., with decomposition. Reaction SMILES: [CH3:39][OH:40].[CH:1]1([CH:7]([c:8]2[c:9]([CH2:19][S:20][CH3:21])[o:10][c:11](-[c:13]3[cH:14][cH:15][cH:16][cH:17][cH:18]3)[cH:12]2)[NH:22][c:23]2[cH:24][cH:25][c:26]([C:29](=[O:30])[NH:31][CH2:32][CH2:33][C:34](=[O:35])[O:36][CH2:37][CH3:38])[cH:27][cH:28]2)[CH2:2][CH2:3][CH2:4][CH2:5][CH2:6]1.[OH2:41]>>[CH:1]1([CH:7]([c:8]2[c:9]([CH2:19][S:20]([CH3:21])=[O:40])[o:10][c:11](-[c:13]3[cH:14][cH:15][cH:16][cH:17][cH:18]3)[cH:12]2)[NH:22][c:23]2[cH:24][cH:25][c:26]([C:29](=[O:30])[NH:31][CH2:32][CH2:33][C:34](=[O:35])[O:36][CH2:37][CH3:38])[cH:27][cH:28]2)[CH2:2][CH2:3][CH2:4][CH2:5][CH2:6]1. The reactants are CO, CCOC(=O)CCNC(=O)c1ccc(NC(c2cc(-c3ccccc3)oc2CSC)C2CCCCC2)cc1, O. Product: CCOC(=O)CCNC(=O)c1ccc(NC(c2cc(-c3ccccc3)oc2CS(C)=O)C2CCCCC2)cc1. The reactants are Cl.CS(=O)(=O)C1=CC=C(C=C1)NN (4-(methylsulfonyl)phenylhydrazine hydrochloride), CC(C(CC#N)=O)(C)C (4,4-dimethyl-3-oxopentanenitrile), Cl (HCl). The solvent is [OH-].[Na+] (NaOH), CCOC(=O)C (EtOAc), CCO (EtOH). Conditions: time 5 minute. Yields the product C(C)(C)(C)C1=NN(C(=C1)N)C1=CC=C(C=C1)S(=O)(=O)C (3-tert-butyl-1-(4-(methylsulfonyl)phenyl)-1H-pyrazol-5-amine). RXN SMILES: Cl.[CH3:2][S:3]([C:6]1[CH:11]=[CH:10][C:9]([NH:12][NH2:13])=[CH:8][CH:7]=1)(=[O:5])=[O:4].[CH3:14][C:15]([CH3:22])([CH3:21])[C:16](=O)[CH2:17][C:18]#[N:19].Cl>CCO.[OH-].[Na+].CCOC(C)=O>[C:15]([C:16]1[CH:17]=[C:18]([NH2:19])[N:12]([C:9]2[CH:8]=[CH:7][C:6]([S:3]([CH3:2])(=[O:5])=[O:4])=[CH:11][CH:10]=2)[N:13]=1)([CH3:22])([CH3:21])[CH3:14] |f:0.1,5.6|. Procedure: 4-(methylsulfonyl)phenylhydrazine hydrochloride (1.133 g, 5.09 mmol) and 4,4-dimethyl-3-oxopentanenitrile (0.697 g, 5.57 mmol) were weighed into a 100 mL RBF. 0.2 M HCl in EtOH (42 mL) was added and the suspension was heated to reflux for 27 h, during which time all solids gradually dissolved to give a yellow solution. The solution was diluted with 1 M NaOH(aq) (˜16 mL) to pH 12-13, EtOAc (70 mL) was added and the biphasic system was vigorously stirred for 5 min. The organic layer was isolated, ... Reactants: FC=1C=C(C=CC1S(=O)(=O)C)C1=C(N=C(S1)N)C (5-(3-Fluoro-4-methanesulfonyl-phenyl)-4-methyl-thiazol-2-ylamine), CCN(C(C)C)C(C)C (DIPEA), C(C)OC(CCCN=C=O)=O (ethyl-4-isocyanatobutyrate). The solvent is C(Cl)Cl (DCM), C(Cl)Cl (DCM). Yields the product C(C)OC(CCCNC(=O)NC=1SC(=C(N1)C)C1=CC(=C(C=C1)S(=O)(=O)C)F)=O (4-{3-[5-(3-Fluoro-4-methanesulfonyl-phenyl)-4-methyl-thiazol-2-yl]-ureido}-butyric acid ethyl ester). RXN SMILES: [F:1][C:2]1[CH:3]=[C:4]([C:12]2[S:16][C:15]([NH2:17])=[N:14][C:13]=2[CH3:18])[CH:5]=[CH:6][C:7]=1[S:8]([CH3:11])(=[O:10])=[O:9].CCN(C(C)C)C(C)C.[CH2:28]([O:30][C:31](=[O:38])[CH2:32][CH2:33][CH2:34][N:35]=[C:36]=[O:37])[CH3:29]>C(Cl)Cl>[CH2:28]([O:30][C:31](=[O:38])[CH2:32][CH2:33][CH2:34][NH:35][C:36]([NH:17][C:15]1[S:16][C:12]([C:4]2[CH:5]=[CH:6][C:7]([S:8]([CH3:11])(=[O:9])=[O:10])=[C:2]([F:1])[CH:3]=2)=[C:13]([CH3:18])[N:14]=1)=[O:37])[CH3:29]. Reported procedure: 5-(3-Fluoro-4-methanesulfonyl-phenyl)-4-methyl-thiazol-2-ylamine (Example 72), (0.1 g, 0.31 mmol) DIPEA (0.039 ml, 0.34 mmol), ethyl-4-isocyanatobutyrate (0.046 ml, 0.31 mmol) in DCM (2 ml) are heated together at reflux overnight. The reaction mixture is diluted with DCM (20 ml) and washed with 1M hydrochloric acid (15 ml), water (2×15 ml), brine (15 ml), dried over MgSO4, filtered and concentrated in vacuo to yield the titled compound as an off white solid.